Dataset: the Open Reaction Database (ORD), a public repository of structured organic reaction records. Task: describe an organic reaction: reactants, conditions, products, and yield Starting materials: C1(CC1)C(C=O)=C(C1=CC=C(C=C1)F)C1=CC=C(C=C1)F (2-cyclopropyl-3,3-bis(4-fluorophenyl)-2-propenal), C(CCC)[Li] (Butyl lithium), C(C)(C)NC1CCCCC1 (N-isopropylcyclohexylamine), O1CCCC1 (tetrahydrofuran), C(C)=NC1CCCCC1 (N-ethylidenecyclohexanamine). Conditions: temperature -50 celsius, time 30 minute. Product: C1(CC1)C(C=CC=O)=C(C1=CC=C(C=C1)F)C1=CC=C(C=C1)F (4-Cyclopropyl-5,5-bis(4-fluorophenyl)-2,4-pentadienal). RXN SMILES: C([Li])CCC.C(NC1CCCCC1)(C)C.C(=NC1CCCCC1)C.[CH:25]1([C:28](=[C:31]([C:39]2[CH:44]=[CH:43][C:42]([F:45])=[CH:41][CH:40]=2)[C:32]2[CH:37]=[CH:36][C:35]([F:38])=[CH:34][CH:33]=2)C=O)[CH2:27][CH2:26]1.[O:46]1C[CH2:49][CH2:48][CH2:47]1>>[CH:25]1([C:28](=[C:31]([C:32]2[CH:37]=[CH:36][C:35]([F:38])=[CH:34][CH:33]=2)[C:39]2[CH:40]=[CH:41][C:42]([F:45])=[CH:43][CH:44]=2)[CH:49]=[CH:48][CH:47]=[O:46])[CH2:26][CH2:27]1. Procedure: Butyl lithium (2.9 mL of 1M solution, 6 mmol) was added to a solution of N-isopropylcyclohexylamine (0.85 g, 6 mmol) in 10 mL of tetrahydrofuran at -20° C. After stirring for 30 minutes and further cooling to -50° C., N-ethylidenecyclohexanamine (3 mL of 2M solution, 6 mmol) was added. After stirring for an additional 30 minutes and continued cooling to -70° C., 2-cyclopropyl-3,3-bis(4-fluorophenyl)-2-propenal (0.85 g, 2 mmol) was added. The mixture was stirred for 4 hours at -70° C. and quenche... The reactants are ClC1=C(OCCCCCCC=2C(=NNC2C)C)C=CC(=C1)OC (4-[6-(2-Chloro-4-methoxyphenoxy)hexyl]-3,5-dimethyl-1H-pyrazole), [H-].[Na+] (sodium hydride), C(C)I (ethyl iodide). Run in CN(C=O)C (dimethylformamide). Reaction conditions: time 1 hour. Product: ClC1=C(OCCCCCCC=2C(=NN(C2C)CC)C)C=CC(=C1)OC (4-[6-(2-chloro-4-methoxyphenoxy)hexyl]-1-ethyl-3,5-dimethyl-1H-pyrazole). Isolated yield 35.3%. Reaction SMILES: [Cl:1][C:2]1[CH:21]=[C:20]([O:22][CH3:23])[CH:19]=[CH:18][C:3]=1[O:4][CH2:5][CH2:6][CH2:7][CH2:8][CH2:9][CH2:10][C:11]1[C:12]([CH3:17])=[N:13][NH:14][C:15]=1[CH3:16].[H-].[Na+].[CH2:26](I)[CH3:27]>CN(C)C=O>[Cl:1][C:2]1[CH:21]=[C:20]([O:22][CH3:23])[CH:19]=[CH:18][C:3]=1[O:4][CH2:5][CH2:6][CH2:7][CH2:8][CH2:9][CH2:10][C:11]1[C:15]([CH3:16])=[N:14][N:13]([CH2:26][CH3:27])[C:12]=1[CH3:17] |f:1.2|. Reported procedure: To a solution of 6.8 g of 4-[6-(2-chloro-4-methoxyphenoxy)hexyl]-3,5-dimethyl-1H-pyrazole (Example 7) in 100 ml of dimethylformamide was added 1.13 g of sodium hydride. The mixture was stirred one hour at room temperature, and then 3.8 g of ethyl iodide was added and the reaction mixture stirred for six hours longer. The reaction mixture was concentrated to remove the solvent, the residue partitioned between dilute hydrochloric acid and methylene dichloride, and the organic layer washed with wat... Starting materials: C(#N)C=1C=C(C=CC1)C=1C=2N(N=C(C1CCCCC(=O)O)C1=CC=CC=C1)C(=CC2)CC (5-[4-(3-cyanophenyl)-7-ethyl-2-phenylpyrrolo[1,2-b]pyridazin-3-yl]pentanoic acid), Cl.CN(CCCN=C=NCC)C (1-(3-dimethylaminopropyl)-3-ethylcarbodiimide hydrochloride), NC1=NC=CC=C1 (2-aminopyridine). Reagents/catalysts: CN(C1=CC=NC=C1)C (4-Dimethylaminopyridine). The solvent is ClCCl (dichloromethane), O (water). Run at time 10 minute. Product: C(#N)C=1C=C(C=CC1)C=1C=2N(N=C(C1CCCCC(=O)NC1=NC=CC=C1)C1=CC=CC=C1)C(=CC2)CC (5-[4-(3-cyanophenyl)-7-ethyl-2-phenylpyrrolo[1,2-b]pyridazin-3-yl]-N-(2-pyridinyl)pentanamide). Isolated yield 78.7%. As a reaction SMILES: [C:1]([C:3]1[CH:4]=[C:5]([C:9]2[C:10]3[N:11]([C:28]([CH2:31][CH3:32])=[CH:29][CH:30]=3)[N:12]=[C:13]([C:22]3[CH:27]=[CH:26][CH:25]=[CH:24][CH:23]=3)[C:14]=2[CH2:15][CH2:16][CH2:17][CH2:18][C:19](O)=[O:20])[CH:6]=[CH:7][CH:8]=1)#[N:2].Cl.CN(C)CCCN=C=NCC.[NH2:45][C:46]1[CH:51]=[CH:50][CH:49]=[CH:48][N:47]=1>ClCCl.CN(C)C1C=CN=CC=1.O>[C:1]([C:3]1[CH:4]=[C:5]([C:9]2[C:10]3[N:11]([C:28]([CH2:31][CH3:32])=[CH:29][CH:30]=3)[N:12]=[C:13]([C:22]3[CH:23]=[CH:24][CH:25]=[CH:26][CH:27]=3)[C:14]=2[CH2:15][CH2:16][CH2:17][CH2:18][C:19]([NH:45][C:46]2[CH:51]=[CH:50][CH:49]=[CH:48][N:47]=2)=[O:20])[CH:6]=[CH:7][CH:8]=1)#[N:2] |f:1.2|. Procedure: To a stirred solution of 5-[4-(3-cyanophenyl)-7-ethyl-2-phenylpyrrolo[1,2-b]pyridazin-3-yl]pentanoic acid (60 mg) in dichloromethane (2 ml) was added 1-(3-dimethylaminopropyl)-3-ethylcarbodiimide hydrochloride (35.3 mg) and 2-aminopyridine (20 mg) and the reaction mixture was stirred for 10 minutes. 4-Dimethylaminopyridine (2 mg) was added and the reaction mixture was stirred at room temperature for 15 hours. The mixture was diluted with water and extracted with ethyl acetate. The organic layer ... RXN SMILES: [CH3:13][CH2:14][OH:15].[CH3:3][O:4][C:5]1=[N:9][CH2:8][CH:7]([CH2:10][CH2:11][CH3:12])[CH2:6]1.[Cl-:1].[NH4+:2]>>[Cl-:1].[NH2+:2]=[C:5]1[CH2:6][CH:7]([CH2:10][CH2:11][CH3:12])[CH2:8][NH:9]1. Product: [Cl-], CCCC1CNC(=[NH2+])C1. Reactants: CCO, CCCC1CN=C(OC)C1, [Cl-], [NH4+]. The reactants are C1CCNC1, CCOCC, CCOC(C)=O, O=C(CCl)N1CCSc2ccc([N+](=O)[O-])cc21, Cl, C1COCCO1, O. Product: O=C(CN1CCCC1)N1CCSc2ccc([N+](=O)[O-])cc21. RXN SMILES: [CH2:24]1[CH2:25][CH2:26][NH:27][CH2:28]1.[CH3:19][CH2:20][O:21][CH2:22][CH3:23].[CH3:35][CH2:36][O:37][C:38](=[O:39])[CH3:40].[Cl:1][CH2:2][C:3](=[O:4])[N:5]1[c:6]2[c:7]([cH:11][cH:12][c:13]([N+:15](=[O:16])[O-:17])[cH:14]2)[S:8][CH2:9][CH2:10]1.[ClH:18].[O:29]1[CH2:30][CH2:31][O:32][CH2:33][CH2:34]1.[OH2:41]>>[CH2:2]([C:3](=[O:4])[N:5]1[c:6]2[c:7]([cH:11][cH:12][c:13]([N+:15](=[O:16])[O-:17])[cH:14]2)[S:8][CH2:9][CH2:10]1)[N:27]1[CH2:26][CH2:25][CH2:24][CH2:28]1. Yields the product O=C(CCS)NCC=CCOc1cc(CN2CCCCC2)ccn1. The reactants are C[O-], CO, CC(=O)O, CC(=O)SCCC(=O)NCC=CCOc1cc(CN2CCCCC2)ccn1, [Na+]. RXN SMILES: [CH3:28][O-:29].[CH3:31][OH:32].[CH3:33][C:34](=[O:35])[OH:36].[N:1]1([CH2:7][c:8]2[cH:9][c:10]([O:14][CH2:15][CH:16]=[CH:17][CH2:18][NH:19][C:20]([CH2:21][CH2:22][S:23][C:24](=[O:25])[CH3:26])=[O:27])[n:11][cH:12][cH:13]2)[CH2:2][CH2:3][CH2:4][CH2:5][CH2:6]1.[Na+:30]>>[N:1]1([CH2:7][c:8]2[cH:9][c:10]([O:14][CH2:15][CH:16]=[CH:17][CH2:18][NH:19][C:20]([CH2:21][CH2:22][SH:23])=[O:27])[n:11][cH:12][cH:13]2)[CH2:2][CH2:3][CH2:4][CH2:5][CH2:6]1. Reaction SMILES: [CH3:1][O:2][CH2:3][CH2:4][O:5][CH2:6][C:7]([N:9]1[CH2:18][CH2:17][C:16]2[C:11](=[CH:12][CH:13]=[C:14]([C:19]([NH:21][O:22]C3CCCCO3)=[O:20])[CH:15]=2)[CH2:10]1)=[O:8].Cl>CO>[OH:22][NH:21][C:19]([C:14]1[CH:15]=[C:16]2[C:11](=[CH:12][CH:13]=1)[CH2:10][N:9]([C:7](=[O:8])[CH2:6][O:5][CH2:4][CH2:3][O:2][CH3:1])[CH2:18][CH2:17]2)=[O:20]. Run in CO (methanol). The product is ONC(=O)C=1C=C2CCN(CC2=CC1)C(COCCOC)=O (N-Hydroxy-2-[(2-methoxyethoxy)acetyl]-1,2,3,4-tetrahydroisoquinoline-6-carboxamide). Conditions: time 3 hour. The reactants are COCCOCC(=O)N1CC2=CC=C(C=C2CC1)C(=O)NOC1OCCCC1 (2-[(2-methoxyethoxy)acetyl]-N-(tetrahydro-2H-pyran-2-yloxy)-1,2,3,4-tetrahydroisoquinoline-6-carboxamide), Cl (hydrochloric acid). The yield is 98.4%. Procedure details: A mixture of 110 mg 2-[(2-methoxyethoxy)acetyl]-N-(tetrahydro-2H-pyran-2-yloxy)-1,2,3,4-tetrahydroisoquinoline-6-carboxamide, 1 ml methanol and 1.5 ml 0.1N aqueous hydrochloric acid are stirred for 3 h at ambient temperature. Subsequently, the mixture is lyophilized. 85 mg of the title compound are obtained as colorless oil. MH+=309.1